From a dataset of the Open Reaction Database (ORD), a public repository of structured organic reaction records. describe an organic reaction: reactants, conditions, products, and yield Reactants: NC1=C2C(=NC=N1)N(N=C2I)C2CCN(CC2)C(=O)OC(C)(C)C (tert-butyl 4-(4-amino-3-iodo-1H-pyrazolo[3,4-d]pyrimidin-1-yl)-1-piperidinecarboxylate), COC1=C(N)C=CC(=C1)B1OC(C(O1)(C)C)(C)C (2-methoxy-4-(4,4,5,5-tetramethyl-1,3,2-dioxaborolan-2-yl)aniline), C([O-])([O-])=O.[Na+].[Na+] (sodium carbonate). The reagents and catalysts are C=1C=CC(=CC1)[P](C=2C=CC=CC2)(C=3C=CC=CC3)[Pd]([P](C=4C=CC=CC4)(C=5C=CC=CC5)C=6C=CC=CC6)([P](C=7C=CC=CC7)(C=8C=CC=CC8)C=9C=CC=CC9)[P](C=1C=CC=CC1)(C=1C=CC=CC1)C=1C=CC=CC1 (tetrakis(triphenylphosphine)palladium). Solvent: COCCOC (ethylene glycol dimethyl ether), O (water). Run at temperature 85 celsius. Yields the product NC1=C2C(=NC=N1)N(N=C2C2=CC(=C(C=C2)N)OC)C2CCN(CC2)C(=O)OC(C)(C)C (tert-butyl 4-[4-amino-3-(4-amino-3-methoxyphenyl)-1H-pyrazolo[3,4-d]pyrmidin-1-yl]-1-piperidinecarboxylate). The yield is 91.1%. Reaction SMILES: [NH2:1][C:2]1[N:7]=[CH:6][N:5]=[C:4]2[N:8]([CH:12]3[CH2:17][CH2:16][N:15]([C:18]([O:20][C:21]([CH3:24])([CH3:23])[CH3:22])=[O:19])[CH2:14][CH2:13]3)[N:9]=[C:10](I)[C:3]=12.[CH3:25][O:26][C:27]1[CH:33]=[C:32](B2OC(C)(C)C(C)(C)O2)[CH:31]=[CH:30][C:28]=1[NH2:29].C(=O)([O-])[O-].[Na+].[Na+]>COCCOC.O.C1C=CC([P]([Pd]([P](C2C=CC=CC=2)(C2C=CC=CC=2)C2C=CC=CC=2)([P](C2C=CC=CC=2)(C2C=CC=CC=2)C2C=CC=CC=2)[P](C2C=CC=CC=2)(C2C=CC=CC=2)C2C=CC=CC=2)(C2C=CC=CC=2)C2C=CC=CC=2)=CC=1>[NH2:1][C:2]1[N:7]=[CH:6][N:5]=[C:4]2[N:8]([CH:12]3[CH2:17][CH2:16][N:15]([C:18]([O:20][C:21]([CH3:24])([CH3:23])[CH3:22])=[O:19])[CH2:14][CH2:13]3)[N:9]=[C:10]([C:32]3[CH:31]=[CH:30][C:28]([NH2:29])=[C:27]([O:26][CH3:25])[CH:33]=3)[C:3]=12 |f:2.3.4,^1:59,61,80,99|. Reported procedure: A mixture of tert-butyl 4-(4-amino-3-iodo-1H-pyrazolo[3,4-d]pyrimidin-1-yl)-1-piperidinecarboxylate (0.50 g, 11.26 mmol), 2-methoxy-4-(4,4,5,5-tetramethyl-1,3,2-dioxaborolan-2-yl)aniline (3.10 g, 12.39 mmol), sodium carbonate (2.90 g, 27.0 mmol) and tetrakis(triphenylphosphine)palladium (0.78 g, 0.67 mmol) in ethylene glycol dimethyl ether (90 mL) and water (45 mL) was heated at 85° C. for 18 hours. The mixture was cooled and evaporated under reduced pressure then partitioned between water (50 m...